From a dataset of the Open Reaction Database (ORD), a public repository of structured organic reaction records. describe an organic reaction: reactants, conditions, products, and yield Reactants: C1COCCN1, C1=CC(=NC=C1I)Br. Reagents/catalysts: CC(C)(C)[O-].[Na+], CC1(C2=C(C(=CC=C2)P(C3=CC=CC=C3)C4=CC=CC=C4)OC5=C1C=CC=C5P(C6=CC=CC=C6)C7=CC=CC=C7)C, C1=CC=C(C=C1)/C=C/C(=O)/C=C/C2=CC=CC=C2.C1=CC=C(C=C1)/C=C/C(=O)/C=C/C2=CC=CC=C2.C1=CC=C(C=C1)/C=C/C(=O)/C=C/C2=CC=CC=C2.[Pd].[Pd]. Solvent: CC1=CC=CC=C1. Conditions: temperature 20 celsius. Yields the product C1COCCN1C2=CN=C(C=C2)Br. Isolated yield 56.0%. Procedure details: Pd2(dba)3 (0.564 g, 0.62 mmol) was added to 2-bromo-5-iodopyridine (5.00 g, 17.61 mmol), morpholine (1.541 mL, 17.61 mmol), sodium tert-butoxide (4.23 g, 44.03 mmol) and Xantphos (1.019 g, 1.76 mmol) in toluene (200 mL) at 20°C. The resulting solution was stirred at r.t. for 3 days (as the reaction was started on a Friday). Complete.  The reaction mixture was diluted with EtOAc (100 mL), and washed sequentially with water (100 mL) and saturated brine (100 mL). The organic layer was dried with Mg...